From a dataset of the Open Reaction Database (ORD), a public repository of structured organic reaction records. describe an organic reaction: reactants, conditions, products, and yield The reactants are C(C(=O)Cl)(=O)Cl (Oxalyl chloride), [N+](=O)([O-])C1=CC=C(CP(O)(O)=O)C=C1 (4-nitrobenzylphosphonic acid), N1=CC=CC=C1 (pyridine). Solvent: O1CCCC1 (tetrahydrofuran). Run at temperature -78 celsius, time 30 minute. Yields the product [N+](=O)([O-])C1=CC=C(CP2(OCCCO2)=O)C=C1 (2-(4-nitrobenzyl)-1,3,2-dioxaphosphorinan-2-oxide). The yield is 26.4%. RXN SMILES: C(Cl)(=O)C(Cl)=O.[N+:7]([C:10]1[CH:20]=[CH:19][C:13]([CH2:14][P:15](=[O:18])([OH:17])[OH:16])=[CH:12][CH:11]=1)([O-:9])=[O:8].N1C=C[CH:24]=[CH:23][CH:22]=1>O1CCCC1>[N+:7]([C:10]1[CH:20]=[CH:19][C:13]([CH2:14][P:15]2(=[O:16])[O:17][CH2:24][CH2:23][CH2:22][O:18]2)=[CH:12][CH:11]=1)([O-:9])=[O:8]. Procedure details: Oxalyl chloride (22.09 g) was added dropwise to a mixture of 4-nitrobenzylphosphonic acid (17.99 g), pyridine (13.76 g) and tetrahydrofuran (500 ml) at -78° C. After this mixture was stirred at -78° C. for 30 minutes and then at room temperature for 1.5 hours, the insoluble solid was filtered off. The filtrate was concentrated under reduced pressure; the residual oil was dissolved in tetrahydrofuran (500 ml). To this solution, a solution of 1,3-propanediol (2.58 g) in acetonitrile (30 ml) was ad... Reactants: O=C([O-])O, NC1CCc2ccccc2C1, ClCCCl, CCOC(C)=O, COc1cc(C=C(CCCCl)C(=O)O)ccc1-n1cnc(C)c1, O=C(O)C(F)(F)F, [Na+], CN(C)C=O, On1nnc2ccccc21. Yields the product COc1cc(C=C(CCCCl)C(=O)NC2CCc3ccccc3C2)ccc1-n1cnc(C)c1. As a reaction SMILES: [C:52](=[O:53])([OH:54])[O-:55].[CH2:41]1[CH:42]([NH2:51])[CH2:43][CH2:44][c:45]2[cH:46][cH:47][cH:48][cH:49][c:50]21.[CH2:68]([Cl:69])[CH2:70][Cl:71].[CH3:62][CH2:63][O:64][C:65](=[O:66])[CH3:67].[Cl:18][CH2:19][CH2:20][CH2:21][C:22]([C:23](=[O:24])[OH:25])=[CH:26][c:27]1[cH:28][c:29]([O:39][CH3:40])[c:30](-[n:33]2[cH:34][n:35][c:36]([CH3:38])[cH:37]2)[cH:31][cH:32]1.[F:11][C:12]([F:13])([F:14])[C:15]([OH:16])=[O:17].[Na+:56].[O:57]=[CH:58][N:59]([CH3:60])[CH3:61].[OH:1][n:2]1[c:3]2[c:4]([cH:5][cH:6][cH:7][cH:8]2)[n:9][n:10]1>>[Cl:18][CH2:19][CH2:20][CH2:21][C:22]([C:23](=[O:25])[NH:51][CH:42]1[CH2:41][c:50]2[c:45]([cH:46][cH:47][cH:48][cH:49]2)[CH2:44][CH2:43]1)=[CH:26][c:27]1[cH:28][c:29]([O:39][CH3:40])[c:30](-[n:33]2[cH:34][n:35][c:36]([CH3:38])[cH:37]2)[cH:31][cH:32]1. Procedure details: 100 g of 2-(phenylthio)-5-trifluoromethyl-benzoic acid, 750 ml of absolute methanol and 100 ml of sulphuric acid are heated under reflux for 24 hours. The solution is concentrated under reduced pressure and treated with water and benzene. After equilibration, the organic phase is washed successively with saturated aqueous sodium chloride solution, saturated aqueous sodium bicarbonate solution and saturated aqueous sodium chloride solution. The benzene phase is subsequently dried over sodium sulp... The reactants are C1(=CC=CC=C1)SC1=C(C(=O)O)C=C(C=C1)C(F)(F)F (2-(phenylthio)-5-trifluoromethyl-benzoic acid), S(O)(O)(=O)=O (sulphuric acid), CO (methanol). Reaction SMILES: [C:1]1([S:7][C:8]2[CH:16]=[CH:15][C:14]([C:17]([F:20])([F:19])[F:18])=[CH:13][C:9]=2[C:10]([OH:12])=[O:11])[CH:6]=[CH:5][CH:4]=[CH:3][CH:2]=1.S(=O)(=O)(O)O.[CH3:26]O>>[C:1]1([S:7][C:8]2[CH:16]=[CH:15][C:14]([C:17]([F:20])([F:18])[F:19])=[CH:13][C:9]=2[C:10]([O:12][CH3:26])=[O:11])[CH:2]=[CH:3][CH:4]=[CH:5][CH:6]=1. The product is C1(=CC=CC=C1)SC1=C(C(=O)OC)C=C(C=C1)C(F)(F)F (methyl 2-(phenylthio)-5-trifluoromethyl-benzoate). The reactants are Cl (hydrochloric acid), aqueous solution, [OH-].[K+] (potassium hydroxide), COC1=C(C(=C(C(=C1)OC)C(CCC1=CC(=C(C=C1)OC)O)=O)OCC(=O)OC)CCC(C)C (1-(4,6-dimethoxy-2-methoxycarbonylmethoxy-3-isopentylphenyl)-3-(3-hydroxy-4-methoxyphenyl)-1-propanone). Solvent: CO (methanol). Conditions: time 20 minute. The product is C(=O)(O)COC1=C(C(=CC(=C1CCC(C)C)OC)OC)C(CCC1=CC(=C(C=C1)OC)O)=O (1-(2-carboxymethoxy-4,6-dimethoxy-3-isopentylphenyl)-3-(3-hydroxy-4-methoxyphenyl)-1-propanone). The yield is 89.3%. RXN SMILES: [CH3:1][O:2][C:3]1[CH:8]=[C:7]([O:9][CH3:10])[C:6]([C:11](=[O:23])[CH2:12][CH2:13][C:14]2[CH:19]=[CH:18][C:17]([O:20][CH3:21])=[C:16]([OH:22])[CH:15]=2)=[C:5]([O:24][CH2:25][C:26]([O:28]C)=[O:27])[C:4]=1[CH2:30][CH2:31][CH:32]([CH3:34])[CH3:33].[OH-].[K+].Cl>CO>[C:26]([CH2:25][O:24][C:5]1[C:4]([CH2:30][CH2:31][CH:32]([CH3:33])[CH3:34])=[C:3]([O:2][CH3:1])[CH:8]=[C:7]([O:9][CH3:10])[C:6]=1[C:11](=[O:23])[CH2:12][CH2:13][C:14]1[CH:19]=[CH:18][C:17]([O:20][CH3:21])=[C:16]([OH:22])[CH:15]=1)([OH:28])=[O:27] |f:1.2|. Reported procedure: Then, 3.0 g of 1-(4,6-dimethoxy-2-methoxycarbonylmethoxy-3-isopentylphenyl)-3-(3-hydroxy-4-methoxyphenyl)-1-propanone was dissolved in 30 ml of methanol, and 18 ml of a 5% aqueous solution of potassium hydroxide was added to the solution and the mixture was stirred at room temperature for 20 minutes. Then, the reaction mixture was made weakly acidic by an addition of dilute hydrochloric acid, the solvent was removed from the mixture by distillation, and the residue was crystallized from ethyl ac... Reactants: C(C)(C)(C)OC([C@H]1N(CCC1)C[C@H]([C@H](CC1=CC=CC=C1)NC([C@@H](NC(=O)OCC1=CC=CC=C1)CC(N)=O)=O)O)=O (N-[3(S)-[[N-(benzyloxycarbonyl)-L-asparaginyl]amino]-2(R)-hydroxy-4-phenylbutyl]-L-proline tert.butyl ester). The reagents and catalysts are [Pd] (palladium-on-carbon). Run in C(C)O (ethanol). Yields the product C(C)(C)(C)OC([C@H]1N(CCC1)C[C@H]([C@H](CC1=CC=CC=C1)NC([C@@H](N)CC(N)=O)=O)O)=O (N-[3(S)-[[L-asparaginyl]amino]-2(R)-hydroxy-4-phenylbutyl]-L-proline tert.butyl ester). The yield is 84.6%. RXN SMILES: [C:1]([O:5][C:6](=[O:42])[C@@H:7]1[CH2:11][CH2:10][CH2:9][N:8]1[CH2:12][C@@H:13]([OH:41])[C@@H:14]([NH:22][C:23](=[O:40])[C@H:24]([CH2:36][C:37](=[O:39])[NH2:38])[NH:25]C(OCC1C=CC=CC=1)=O)[CH2:15][C:16]1[CH:21]=[CH:20][CH:19]=[CH:18][CH:17]=1)([CH3:4])([CH3:3])[CH3:2]>C(O)C.[Pd]>[C:1]([O:5][C:6](=[O:42])[C@@H:7]1[CH2:11][CH2:10][CH2:9][N:8]1[CH2:12][C@@H:13]([OH:41])[C@@H:14]([NH:22][C:23](=[O:40])[C@H:24]([CH2:36][C:37](=[O:39])[NH2:38])[NH2:25])[CH2:15][C:16]1[CH:17]=[CH:18][CH:19]=[CH:20][CH:21]=1)([CH3:4])([CH3:2])[CH3:3]. Reported procedure: A solution of 1.75 g of N-[3(S)-[[N-(benzyloxycarbonyl)-L-asparaginyl]amino]-2(R)-hydroxy-4-phenylbutyl]-L-proline tert.butyl ester in 100 ml of ethanol was hydrogenated over 10% palladium-on-carbon for 64 hours. The catalyst was removed by filtration and the filtrate was evaporated. The residual gum was partitioned between ethyl acetate and 2M hydrochloric acid. The aqueous phase was made basic with dilute sodium hydroxide solution and extracted with ethyl acetate. The ethyl acetate extract was... Starting materials: hydrochloride salt, CC1=CC=C(C=C1)S(=O)(=O)OCC1OC2=C(C1)C=C(C=C2C2=CC=CC=C2)C(F)(F)F ((±)-[7-phenyl-5-(trifluoromethyl)-2,3-dihydro-1-benzofuran-2-yl]methyl 4-methylbenzenesulfonate), CN (methylamine). Product: CNCC1OC2=C(C1)C=C(C=C2C2=CC=CC=C2)C(F)(F)F (N-methyl-1-[7-phenyl-5-(trifluoromethyl)-2,3-dihydro-1-benzofuran-2-yl]methanamine). As a reaction SMILES: CC1C=CC(S(O[CH2:12][CH:13]2[CH2:17][C:16]3[CH:18]=[C:19]([C:28]([F:31])([F:30])[F:29])[CH:20]=[C:21]([C:22]4[CH:27]=[CH:26][CH:25]=[CH:24][CH:23]=4)[C:15]=3[O:14]2)(=O)=O)=CC=1.[CH3:32][NH2:33]>>[CH3:32][NH:33][CH2:12][CH:13]1[CH2:17][C:16]2[CH:18]=[C:19]([C:28]([F:31])([F:30])[F:29])[CH:20]=[C:21]([C:22]3[CH:27]=[CH:26][CH:25]=[CH:24][CH:23]=3)[C:15]=2[O:14]1. Procedure: The title compound was prepared (0.031 g, 67%) following the general procedure of Example 390 as a white solid, hydrochloride salt from (±)-[7-phenyl-5-(trifluoromethyl)-2,3-dihydro-1-benzofuran-2-yl]methyl 4-methylbenzenesulfonate (0.060 g, 0.13 mmol) and methylamine (0.12 g, 3.9 mmol). mp 189-190° C.